This data is from the Open Reaction Database (ORD), a public repository of structured organic reaction records. The task is: describe an organic reaction: reactants, conditions, products, and yield The reactants are ClCCl, CC(O)c1nc(NC(=O)c2c(F)cccc2F)sc1-c1cccc(C(F)(F)F)c1. Reaction SMILES: [Cl:30][CH2:31][Cl:32].[F:1][c:2]1[c:3]([C:4](=[O:5])[NH:6][c:7]2[s:8][c:9](-[c:15]3[cH:16][c:17]([C:21]([F:22])([F:23])[F:24])[cH:18][cH:19][cH:20]3)[c:10]([CH:12]([CH3:13])[OH:14])[n:11]2)[c:25]([F:29])[cH:26][cH:27][cH:28]1>>[F:1][c:2]1[c:3]([C:4](=[O:5])[NH:6][c:7]2[s:8][c:9](-[c:15]3[cH:16][c:17]([C:21]([F:22])([F:23])[F:24])[cH:18][cH:19][cH:20]3)[c:10]([C:12]([CH3:13])=[O:14])[n:11]2)[c:25]([F:29])[cH:26][cH:27][cH:28]1. Yields the product CC(=O)c1nc(NC(=O)c2c(F)cccc2F)sc1-c1cccc(C(F)(F)F)c1.